From a dataset of the Open Reaction Database (ORD), a public repository of structured organic reaction records. describe an organic reaction: reactants, conditions, products, and yield The reactants are [BH4-], CC(C)(CC(O)(C=Nc1cccc2c(=O)[nH]ccc12)C(F)(F)F)c1cc(F)cc2c1OCC2, [Na+]. Yields the product CC(C)(CC(O)(CNc1cccc2c(=O)[nH]ccc12)C(F)(F)F)c1cc(F)cc2c1OCC2. As a reaction SMILES: [BH4-:34].[F:1][c:2]1[cH:3][c:4]([C:11]([CH2:12][C:13]([CH:14]=[N:15][c:16]2[c:17]3[cH:18][cH:19][nH:20][c:21](=[O:26])[c:22]3[cH:23][cH:24][cH:25]2)([C:27]([F:28])([F:29])[F:30])[OH:31])([CH3:32])[CH3:33])[c:5]2[c:6]([cH:10]1)[CH2:7][CH2:8][O:9]2.[Na+:35]>>[F:1][c:2]1[cH:3][c:4]([C:11]([CH2:12][C:13]([CH2:14][NH:15][c:16]2[c:17]3[cH:18][cH:19][nH:20][c:21](=[O:26])[c:22]3[cH:23][cH:24][cH:25]2)([C:27]([F:28])([F:29])[F:30])[OH:31])([CH3:32])[CH3:33])[c:5]2[c:6]([cH:10]1)[CH2:7][CH2:8][O:9]2. Reactants: FC=1C=C(C[C@@H]([C@@H](CC=C)O)NC(OC(C)(C)C)=O)C=C(C1)F (Tert-butyl (1S,2R)-1-(3,5-difluorobenzyl)-2-hydroxypent-4-enylcarbamate), [NH+]1=CC=CC=C1 (pyridinium), COC(C)(C)OC (2,2-dimethoxypropane). Solvent: C(Cl)(Cl)Cl (chloroform). Yields the product C(C=C)[C@@H]1[C@@H](N(C(O1)(C)C)C(=O)OC(C)(C)C)CC1=CC(=CC(=C1)F)F (Tert-butyl (4S,5R)-5-allyl-4-(3,5-difluorobenzyl)-2,2-dimethyl-1,3-oxazolidine-3-carboxylate). RXN SMILES: [F:1][C:2]1[CH:3]=[C:4]([CH:20]=[C:21]([F:23])[CH:22]=1)[CH2:5][C@H:6]([NH:12][C:13](=[O:19])[O:14][C:15]([CH3:18])([CH3:17])[CH3:16])[C@H:7]([OH:11])[CH2:8][CH:9]=[CH2:10].[NH+]1C=C[CH:27]=[CH:26][CH:25]=1.COC(OC)(C)C>C(Cl)(Cl)Cl>[CH2:8]([C@H:7]1[O:11][C:26]([CH3:27])([CH3:25])[N:12]([C:13]([O:14][C:15]([CH3:16])([CH3:17])[CH3:18])=[O:19])[C@H:6]1[CH2:5][C:4]1[CH:3]=[C:2]([F:1])[CH:22]=[C:21]([F:23])[CH:20]=1)[CH:9]=[CH2:10]. Procedure details: Alcohol 13 was stirred in chloroform with pyridinium p-toulenesulfonate and 2,2-dimethoxypropane while heating to afford (14) as a tan solid after workup. The reactants are C1(CCCCC1)CN1C(NN=C1CC(C)N1CCN(CC1)C1=C(C=CC=C1)OC)=O (4-(cyclohexylmethyl)-5-{2-[4-(2-methoxyphenyl)piperazin-1-yl]propyl}-2,4-dihydro-3H-1,2,4-triazol-3-one), CCN(CC)P1(=NC(C)(C)C)N(CCCN1C)C (BEMP), CI (MeI). Solvent: CC#N (MeCN). Reaction conditions: time 64 hour. Product: C1(CCCCC1)CN1C(N(N=C1CC(C)N1CCN(CC1)C1=C(C=CC=C1)OC)C)=O (4-(cyclohexylmethyl)-5-{2-[4-(2-methoxyphenyl)piperazin-1-yl]propyl}-2-methyl-2,4-dihydro-3H-1,2,4-triazol-3-one). Isolated yield 48.0%. RXN SMILES: [CH:1]1([CH2:7][N:8]2[C:12]([CH2:13][CH:14]([N:16]3[CH2:21][CH2:20][N:19]([C:22]4[CH:27]=[CH:26][CH:25]=[CH:24][C:23]=4[O:28][CH3:29])[CH2:18][CH2:17]3)[CH3:15])=[N:11][NH:10][C:9]2=[O:30])[CH2:6][CH2:5][CH2:4][CH2:3][CH2:2]1.[CH3:31]CN(P1(N(C)CCCN1C)=NC(C)(C)C)CC.CI>CC#N>[CH:1]1([CH2:7][N:8]2[C:12]([CH2:13][CH:14]([N:16]3[CH2:21][CH2:20][N:19]([C:22]4[CH:27]=[CH:26][CH:25]=[CH:24][C:23]=4[O:28][CH3:29])[CH2:18][CH2:17]3)[CH3:15])=[N:11][N:10]([CH3:31])[C:9]2=[O:30])[CH2:6][CH2:5][CH2:4][CH2:3][CH2:2]1. Procedure: To a slurry of 4-(cyclohexylmethyl)-5-{2-[4-(2-methoxyphenyl)piperazin-1-yl]propyl}-2,4-dihydro-3H-1,2,4-triazol-3-one D14 (50 mg, 0.121 mmol) and PS-BEMP (83 mg, 0.1820 mmol, 2.2 mmol/g) in MeCN (2 mL), MeI (11.5 μL, 0.182 mmol) was added and the mixture was shaken at room temperature for 64 h. The resin was filtered and the filtrate was evaporated under reduced pressure. The resulting yellow oil was purified by flash chromatography (Biotage Isolute SI, 1 g column, gradient DCM to 1% MeOH in DC... The reactants are C(=O)(OC(C)(C)C)NCC(=O)O (Boc-Glycine), C(C)OC(=O)[C@]1([C@@H]2[C@H]([C@@H]2[C@H](C1)O)C(=O)OCC)N ((1S,2S,4S,5R,6R)-2-amino-4-hydroxy-bicyclo[3.1.0]hexane-2,6-dicarboxylic acid diethyl ester). The product is C(C)OC(=O)[C@]1([C@@H]2[C@H]([C@@H]2[C@H](C1)O)C(=O)OCC)NC(CNC(=O)OC(C)(C)C)=O ((1S,2S,4S,5R,6R)-2-(2′-tert-Butoxycarbonylamino-acetylamino)-4-hydroxy-bicyclo[3.1.0]hexane-2,6-dicarboxylic acid diethyl ester). Reaction SMILES: [C:1]([NH:8][CH2:9][C:10]([OH:12])=O)([O:3][C:4]([CH3:7])([CH3:6])[CH3:5])=[O:2].[CH2:13]([O:15][C:16]([C@:18]1([NH2:30])[CH2:23][C@H:22]([OH:24])[C@@H:21]2[C@H:19]1[C@H:20]2[C:25]([O:27][CH2:28][CH3:29])=[O:26])=[O:17])[CH3:14]>>[CH2:13]([O:15][C:16]([C@:18]1([NH:30][C:10](=[O:12])[CH2:9][NH:8][C:1]([O:3][C:4]([CH3:5])([CH3:6])[CH3:7])=[O:2])[CH2:23][C@H:22]([OH:24])[C@@H:21]2[C@H:19]1[C@H:20]2[C:25]([O:27][CH2:28][CH3:29])=[O:26])=[O:17])[CH3:14]. Procedure: Prepare according to General Procedure A using Boc-Glycine (458 mg, 2.62 mmol, Aldrich) and (1S,2S,4S,5R,6R)-2-amino-4-hydroxy-bicyclo[3.1.0]hexane-2,6-dicarboxylic acid diethyl ester (450 mg, 1.75 mmol, Preparation 22). Purify on 35 g of silica eluting with a gradient from 50/50 to 20/80 hexanes/ethyl acetate. Yield: 560 mg (77%). Reactants: C(=O)C=1C=CC(=C(C(=O)[O-])C1)OC (5-formyl-2-methoxybenzoate), C(CCC)N (n-butylamine), O (water), [N+](=O)([O-])C (nitromethane). Run in C(C)(=O)O (acetic acid). Conditions: temperature 22 celsius. Yields the product COC1=C(C(=O)OC)C=C(C=C1)C=C[N+](=O)[O-] (methyl 2-methoxy-5-(2-nitrovinyl)benzoate). Reaction SMILES: [CH:1]([C:3]1[CH:4]=[CH:5][C:6]([O:12][CH3:13])=[C:7]([CH:11]=1)[C:8]([O-:10])=[O:9])=O.[CH2:14](N)CCC.[N+:19]([CH3:22])([O-:21])=[O:20].O>C(O)(=O)C>[CH3:13][O:12][C:6]1[CH:5]=[CH:4][C:3]([CH:1]=[CH:22][N+:19]([O-:21])=[O:20])=[CH:11][C:7]=1[C:8]([O:10][CH3:14])=[O:9]. Reported procedure: To a solution of 1.01 g (6.09 mmol) of 5-formyl-2-hydroxybenzoic acid in 25 mL of acetone was added 4.25 g (30.5 mmol) of potassium carbonate and 1.15 mL (18.3 mmol) of iodomethane. The mixture was heated to reflux for about 16 h, cooled to 22° C. and filtered. The collected solid was washed with acetone. The filtrates were combined, evaporated and the residue purified by flash chromatography on silica gel eluting with a mixture of hexane and ethyl acetate to give methyl 5-formyl-2-methoxybenzoa... Product: CC(O)c1ccc(C(=O)CC(C)(C)C)cc1. RXN SMILES: [Br-:16].[CH2:20]1[O:21][CH2:22][CH2:23][CH2:24]1.[CH3:17][Mg+:18].[CH3:1][C:2]([CH2:3][C:4](=[O:5])[c:6]1[cH:7][cH:8][c:9]([CH:10]=[O:11])[cH:12][cH:13]1)([CH3:14])[CH3:15].[CH3:25][CH2:26][O:27][C:28]([CH3:29])=[O:30].[OH2:19]>>[CH3:1][C:2]([CH2:3][C:4](=[O:5])[c:6]1[cH:7][cH:8][c:9]([CH:10]([OH:11])[CH3:17])[cH:12][cH:13]1)([CH3:14])[CH3:15]. Reactants: [Br-], C1CCOC1, C[Mg+], CC(C)(C)CC(=O)c1ccc(C=O)cc1, CCOC(C)=O, O. The reactants are ClC1=CC(=C(/C=C/C(=O)OC)C=C1)NS(=O)(=O)C1=CC=CC=C1 (methyl trans 4-chloro-2-(phenylsulfonylamino)cinnamate), FC(OC1=CC=C(C(CBr)=O)C=C1)(F)F (4-(trifluoromethoxy)phenacyl bromide). Yields the product COC(CC1=C(NC2=CC(=CC=C12)Cl)C(C1=CC=C(C=C1)OC(F)(F)F)=O)=O (Methyl[6-chloro-2-(4-trifluoromethoxybenzoyl)-1H-indol-3-yl]acetate). As a reaction SMILES: [Cl:1][C:2]1[CH:13]=[CH:12][C:5](/[CH:6]=[CH:7]/[C:8]([O:10][CH3:11])=[O:9])=[C:4]([NH:14]S(C2C=CC=CC=2)(=O)=O)[CH:3]=1.[F:24][C:25]([F:38])([F:37])[O:26][C:27]1[CH:36]=[CH:35][C:30]([C:31](=[O:34])[CH2:32]Br)=[CH:29][CH:28]=1>>[CH3:11][O:10][C:8](=[O:9])[CH2:7][C:6]1[C:5]2[C:4](=[CH:3][C:2]([Cl:1])=[CH:13][CH:12]=2)[NH:14][C:32]=1[C:31](=[O:34])[C:30]1[CH:35]=[CH:36][C:27]([O:26][C:25]([F:24])([F:37])[F:38])=[CH:28][CH:29]=1. Reported procedure: The title compound was prepared according to the procedure described in Example 57 from methyl trans 4-chloro-2-(phenylsulfonylamino)cinnamate (step 1 of Example 8, Method A) and 4-(trifluoromethoxy)phenacyl bromide*. Reactants: CC(C)(C)OC(=O)NCC1(C(=O)O)CC12CCCCC2, C1COCCO1, Cl. Product: Cl, NCC1(C(=O)O)CC12CCCCC2. As a reaction SMILES: [C:1]([O:2][C:3](=[O:4])[NH:8][CH2:9][C:10]1([C:18](=[O:19])[OH:20])[CH2:11][C:12]12[CH2:13][CH2:14][CH2:15][CH2:16][CH2:17]2)([CH3:5])([CH3:6])[CH3:7].[CH2:22]1[O:23][CH2:24][CH2:25][O:26][CH2:27]1.[ClH:21]>>[ClH:21].[NH2:8][CH2:9][C:10]1([C:18](=[O:19])[OH:20])[CH2:11][C:12]12[CH2:13][CH2:14][CH2:15][CH2:16][CH2:17]2. Reactants: CN(C=CC(=O)C1=C(N=C2SC=CN21)C2=CC(=C(C=C2)F)OC)C (3-(dimethylamino)-1-[6-(4-fluoro-3-methoxyphenyl)imidazo[2,1-b][1,3]thiazol-5-yl]prop-2-en-1-one), Cl.N/C(=N/[H])/NC1CCN(CC1)C(=O)OC(C)(C)C (tert-butyl 4-{[(Z)-amino(imino)methyl]amino}piperidine-1-carboxylate hydrochloride), [O-]CC.[Na+] (sodium ethoxide). The solvent is C(C)O (ethanol), C(C)O (ethanol). Product: FC1=C(C=C(C=C1)C=1N=C2SC=CN2C1C1=NC(=NC=C1)NC1CCN(CC1)C(=O)OC(C)(C)C)OC (tert-butyl 4-({4-[6-(4-fluoro-3-methoxyphenyl)imidazo[2,1-b][1,3]thiazol-5-yl]pyrimidin-2-yl}amino)piperidine-1-carboxylate). Isolated yield 87.7%. As a reaction SMILES: CN(C)[CH:3]=[CH:4][C:5]([C:7]1[N:14]2[C:10]([S:11][CH:12]=[CH:13]2)=[N:9][C:8]=1[C:15]1[CH:20]=[CH:19][C:18]([F:21])=[C:17]([O:22][CH3:23])[CH:16]=1)=O.Cl.[NH2:26]/[C:27](/[NH:30][CH:31]1[CH2:36][CH2:35][N:34]([C:37]([O:39][C:40]([CH3:43])([CH3:42])[CH3:41])=[O:38])[CH2:33][CH2:32]1)=[N:28]/[H].[O-]CC.[Na+]>C(O)C>[F:21][C:18]1[CH:19]=[CH:20][C:15]([C:8]2[N:9]=[C:10]3[N:14]([C:7]=2[C:5]2[CH:4]=[CH:3][N:28]=[C:27]([NH:30][CH:31]4[CH2:36][CH2:35][N:34]([C:37]([O:39][C:40]([CH3:43])([CH3:42])[CH3:41])=[O:38])[CH2:33][CH2:32]4)[N:26]=2)[CH:13]=[CH:12][S:11]3)=[CH:16][C:17]=1[O:22][CH3:23] |f:1.2,3.4|. Reported procedure: A mixture of 3-(dimethylamino)-1-[6-(4-fluoro-3-methoxyphenyl)imidazo[2,1-b][1,3]thiazol-5-yl]prop-2-en-1-one (0.537 g, 1.55 mmol) and tert-butyl 4-{[(Z)-amino(imino)methyl]amino}piperidine-1-carboxylate hydrochloride (0.650 g, 2.33 mmol) was diluted with 13 ml of absolute ethanol and treated with 1.35 eq. of a 21% w/w solution of sodium ethoxide in ethanol (780 μl) to form a reaction mixture. The reaction mixture was heated to reflux for 24 hours. Volatiles were removed in vacuo and the residue... Reactants: Brc1cnsc1, C1COCCO1, Cc1ccncc1N1CCNC1=O, I[Cu]I, [K+], [K+], [K+], NC1CCCCC1N, O=P([O-])([O-])[O-]. Yields the product Cc1ccncc1N1CCN(c2cnsc2)C1=O. RXN SMILES: [Br:14][c:15]1[cH:16][n:17][s:18][cH:19]1.[CH2:39]1[O:40][CH2:41][CH2:42][O:43][CH2:44]1.[CH3:1][c:2]1[c:3]([N:8]2[C:9](=[O:13])[NH:10][CH2:11][CH2:12]2)[cH:4][n:5][cH:6][cH:7]1.[Cu:36]([I:37])[I:38].[K+:33].[K+:34].[K+:35].[NH2:20][CH:21]1[CH2:22][CH2:23][CH2:24][CH2:25][CH:26]1[NH2:27].[P:28]([O-:29])([O-:30])([O-:31])=[O:32]>>[CH3:1][c:2]1[c:3]([N:8]2[C:9](=[O:13])[N:10]([c:15]3[cH:16][n:17][s:18][cH:19]3)[CH2:11][CH2:12]2)[cH:4][n:5][cH:6][cH:7]1.